From a dataset of the Open Reaction Database (ORD), a public repository of structured organic reaction records. describe an organic reaction: reactants, conditions, products, and yield The reactants are COC(=O)c1nsc2nc3ccccc3n12, Cl, [Na+], C1COCCO1, [OH-]. The product is O=C(O)c1nsc2nc3ccccc3n12. RXN SMILES: [CH3:3][O:4][C:5](=[O:6])[c:7]1[n:8][s:9][c:10]2[n:11][c:12]3[c:13]([n:14]12)[cH:15][cH:16][cH:17][cH:18]3.[ClH:19].[Na+:2].[O:20]1[CH2:21][CH2:22][O:23][CH2:24][CH2:25]1.[OH-:1]>>[O:4]=[C:5]([OH:6])[c:7]1[n:8][s:9][c:10]2[n:11][c:12]3[c:13]([n:14]12)[cH:15][cH:16][cH:17][cH:18]3. Reactants: OS(=O)[O-].[Na+] (NaHSO3), C1(=CC=CC=C1)C1(CCC(CC1)=C)CNC(=O)C1=C(C=CC=C1)OC (1-phenyl-1-(3-(2-methoxyphenyl)-3-oxo-2-azaprop-1-yl)-4-methylidenecyclohexane), N1=CC=CC=C1 (pyridine), O (water). The reagents and catalysts are O=[Os](=O)(=O)=O (OsO4). Solvent: C1CCOC1 (THF). Conditions: time 17 hour. Product: OC1(CCC(CC1)(CNC(=O)C1=C(C=CC=C1)OC)C1=CC=CC=C1)CO (1-Hydroxy-1-hydroxymethyl-4-phenyl-4-(3-(2-methoxyphenyl)-3-oxo-2-azaprop-1-yl)-cyclohexane). As a reaction SMILES: [C:1]1([C:7]2([CH2:14][NH:15][C:16]([C:18]3[CH:23]=[CH:22][CH:21]=[CH:20][C:19]=3[O:24][CH3:25])=[O:17])[CH2:12][CH2:11][C:10](=[CH2:13])[CH2:9][CH2:8]2)[CH:6]=[CH:5][CH:4]=[CH:3][CH:2]=1.N1C=CC=CC=1.[OH2:32].[OH:33]S([O-])=O.[Na+]>C1COCC1.O=[Os](=O)(=O)=O>[OH:32][C:10]1([CH2:13][OH:33])[CH2:9][CH2:8][C:7]([C:1]2[CH:2]=[CH:3][CH:4]=[CH:5][CH:6]=2)([CH2:14][NH:15][C:16]([C:18]2[CH:23]=[CH:22][CH:21]=[CH:20][C:19]=2[O:24][CH3:25])=[O:17])[CH2:12][CH2:11]1 |f:3.4|. Procedure details: To a solution of 1-phenyl-1-(3-(2-methoxyphenyl)-3-oxo-2-azaprop-1-yl)-4-methylidenecyclohexane (Example 165, 22.3 mg, 0.66 mmol) in 1.0 mL of THF was added OsO4 (33.8 mg, 0.13 mmol), pyridine (0.5 mL) and water (0.5 mL). The mixture was stirred at rt for 17 h. To the reaction mixture was then added 1 mL of saturated NaHSO3 solution. After 1 h, the volatiles were removed by vacuum and the residue was loaded onto silica gel and eluted with first EtOAc/Hexane (1:1) then EtOAc to give the title com... Reaction SMILES: [F:23][c:24]1[c:25]([S:30](=[O:31])(=[O:32])[Cl:33])[cH:26][cH:27][cH:28][cH:29]1.[NH2:1][c:2]1[cH:3][cH:4][c:5]([CH:8]2[NH:9][c:10]3[cH:11][cH:12][c:13]([C:20](=[O:21])[OH:22])[cH:14][c:15]3[CH2:16][C:17]2([CH3:18])[CH3:19])[cH:6][cH:7]1.[cH:34]1[cH:35][cH:36][n:37][cH:38][cH:39]1>>[NH:1]([c:2]1[cH:3][cH:4][c:5]([CH:8]2[NH:9][c:10]3[cH:11][cH:12][c:13]([C:20](=[O:21])[OH:22])[cH:14][c:15]3[CH2:16][C:17]2([CH3:18])[CH3:19])[cH:6][cH:7]1)[S:30]([c:25]1[c:24]([F:23])[cH:29][cH:28][cH:27][cH:26]1)(=[O:31])=[O:32]. The product is CC1(C)Cc2cc(C(=O)O)ccc2NC1c1ccc(NS(=O)(=O)c2ccccc2F)cc1. Starting materials: O=S(=O)(Cl)c1ccccc1F, CC1(C)Cc2cc(C(=O)O)ccc2NC1c1ccc(N)cc1, c1ccncc1. The reactants are COC=1C=C(C=CC1OC)C(CCC(=O)N1C[C@H]2N(CC1)CCC2)=O (1-(3,4-dimethoxy-phenyl)-4-((S)-hexahydropyrrolo[1,2-a]pyrazin-2-yl)butane-1,4-dione), ClC1=CC=C(C(=O)CCC(=O)O)C=C1 (3-(4-chlorobenzoyl) propionic acid). Product: ClC1=CC=C(C=C1)C(CCC(=O)N1C[C@H]2N(CC1)CCC2)=O (1-(4-Chlorophenyl)-4-((S)-hexahydropyrrolo[1,2-a]pyrazin-2-yl)butane-1,4-dione). RXN SMILES: CO[C:3]1[CH:4]=[C:5]([C:11](=[O:25])[CH2:12][CH2:13][C:14]([N:16]2[CH2:21][CH2:20][N:19]3[CH2:22][CH2:23][CH2:24][C@H:18]3[CH2:17]2)=[O:15])[CH:6]=[CH:7][C:8]=1OC.[Cl:26]C1C=CC(C(CCC(O)=O)=O)=CC=1>>[Cl:26][C:8]1[CH:7]=[CH:6][C:5]([C:11](=[O:25])[CH2:12][CH2:13][C:14]([N:16]2[CH2:21][CH2:20][N:19]3[CH2:22][CH2:23][CH2:24][C@H:18]3[CH2:17]2)=[O:15])=[CH:4][CH:3]=1. Procedure: 279 mg of the title compound were prepared as described for 1-(3,4-dimethoxy-phenyl)-4-((S)-hexahydropyrrolo[1,2-a]pyrazin-2-yl)butane-1,4-dione, using 3-(4-chlorobenzoyl) propionic acid instead of 3-(3,4-dimethoxybenzoyl)propionic acid. The reactants are CC1=CC=C(C=C1)S(=O)(=O)OC[C@@H]1COC2=C(O1)C=C(C=C2)S(=O)(=O)C ([(2S)-7-(methylsulfonyl)-2,3-dihydro-1,4-benzodioxin-2-yl]methyl 4-methylbenzenesulfonate), CC1CNCCC1 (3-methylpiperidine). Solvent: C(C)#N (ACN). Reaction conditions: temperature 120 celsius. Product: CC1CN(CCC1)C[C@@H]1COC2=C(O1)C=C(C=C2)S(=O)(=O)C (3-METHYL-1-{[(2R)-7-(METHYLSULFONYL)-2,3-DIHYDRO-1,4-BENZODIOXIN-2-YL]METHYL}PIPERIDINE). RXN SMILES: CC1C=CC(S(O[CH2:12][C@H:13]2[O:18][C:17]3[CH:19]=[C:20]([S:23]([CH3:26])(=[O:25])=[O:24])[CH:21]=[CH:22][C:16]=3[O:15][CH2:14]2)(=O)=O)=CC=1.[CH3:27][CH:28]1[CH2:33][CH2:32][CH2:31][NH:30][CH2:29]1>C(#N)C>[CH3:27][CH:28]1[CH2:33][CH2:32][CH2:31][N:30]([CH2:12][C@H:13]2[O:18][C:17]3[CH:19]=[C:20]([S:23]([CH3:26])(=[O:24])=[O:25])[CH:21]=[CH:22][C:16]=3[O:15][CH2:14]2)[CH2:29]1. Reported procedure: A mixture of [(2S)-7-(methylsulfonyl)-2,3-dihydro-1,4-benzodioxin-2-yl]methyl 4-methylbenzenesulfonate (0.20 g, 0.5 mmol), 3-methylpiperidine (0.35 ml, 3 mmol) and ACN (2 ml) was heated under microwave radiation at 120° C. for 30 min. Purification on flash column chromatography (Isooctane/EtOAc/MeOH). Yield: 0.097 g, 85%. The amine was converted to the fumaric acid salt and crystallized from MeOH/(i-Pr)2O. M.p. 159° C. MS m/z (rel. intensity, 70 eV) 325 (M+, 1), 113 (83), 112 (bp), 69 (43), 55 (... The reactants are C(C)(C)[Mg]Cl (isopropylmagnesium chloride), BrC1=C(C=CC=C1)I (1-bromo-2-iodobenzene), CC=1C=C(C=C(C1OC)C)P(Cl)C1=CC(=C(C(=C1)C)OC)C (bis(3,5-dimethyl-4-methoxyphenyl)chlorophosphine). Solvent: C1CCOC1 (THF), C1CCOC1 (THF), CC(C)(C)OC (TBME). Reaction conditions: temperature -78 celsius, time 1 hour. Product: BrC1=C(C=CC=C1)P(C1=CC(=C(C(=C1)C)OC)C)C1=CC(=C(C(=C1)C)OC)C (o-bromophenylbis(3,5-dimethyl-4-methoxyphenyl)-phosphine). Isolated yield 76.0%. As a reaction SMILES: [Br:1][C:2]1[CH:7]=[CH:6][CH:5]=[CH:4][C:3]=1I.C([Mg]Cl)(C)C.[CH3:14][C:15]1[CH:16]=[C:17]([P:24]([C:26]2[CH:31]=[C:30]([CH3:32])[C:29]([O:33][CH3:34])=[C:28]([CH3:35])[CH:27]=2)Cl)[CH:18]=[C:19]([CH3:23])[C:20]=1[O:21][CH3:22]>C1COCC1.CC(OC)(C)C>[Br:1][C:2]1[CH:7]=[CH:6][CH:5]=[CH:4][C:3]=1[P:24]([C:26]1[CH:31]=[C:30]([CH3:32])[C:29]([O:33][CH3:34])=[C:28]([CH3:35])[CH:27]=1)[C:17]1[CH:16]=[C:15]([CH3:14])[C:20]([O:21][CH3:22])=[C:19]([CH3:23])[CH:18]=1. Procedure: To a solution of 9.67 g (34.2 mmol) of 1-bromo-2-iodobenzene in 30 ml of THF are added dropwise, at −78° C., 17.6 ml (37.6 mmol) of an isopropylmagnesium chloride solution (2 molar in THF). The mixture is stirred at a temperature between −30° C. and −40° C. for a further 1 hour, then cooled again to −78° C., and a solution of 12.66 g (37.6 mmol) of bis(3,5-dimethyl-4-methoxyphenyl)chlorophosphine in 10 ml of THF and 10 ml of TBME is added. The cooling is removed and the reaction mixture is stirr...